Dataset: the Open Reaction Database (ORD), a public repository of structured organic reaction records. Task: describe an organic reaction: reactants, conditions, products, and yield Starting materials: C=1C=CC2=C(C1)N=NN2O (HOBt), C1CCC(CC1)N=C=NC2CCCCC2 (DCC), Cl (HCl), O1CCOCC1 (1,4-dioxane), C(C)(C)(C)OC(=O)N1CSC([C@H]1C(=O)O)(C)C ((R)-5,5-Dimethyl-thiazolidine-3,4-dicarboxylic acid 3-tert-butyl ester), C1=CC=CC=C1 (benzene), NC(=O)N (amino ketone), C(C(=O)Cl)(=O)Cl (oxalyl chloride), grignard reagent, C(CC=C)[Mg]Br (3-butenylmagnesium bromide), 4. The reagents and catalysts are CN(C)C=O (DMF). Solvent: CCOC(=O)C (EtOAc), CO (MeOH), CCOC(=O)C (EtOAc). Run at temperature 0 celsius, time 1 hour. The product is C(C1=CC=CC=C1)[C@@H]([C@@H](C(=O)N1CSC([C@H]1C(CCC=C)=O)(C)C)O)NC(C1=C(C(=CC=C1)O)C)=O (N-[(1S,2S)-1-Benzyl-3-((R)-5,5-dimethyl-4-pent-4-enoyl-thiazolidin-3-yl)-2-hydroxy-3-oxo-propyl]-3-hydroxy-2-methyl-benzamide). Reaction SMILES: C(O[C:6]([N:8]1[C@H:12]([C:13]([OH:15])=O)[C:11]([CH3:17])([CH3:16])[S:10][CH2:9]1)=[O:7])(C)(C)C.[C:18](Cl)(=[O:22])[C:19](Cl)=O.[CH2:24]([Mg]Br)[CH2:25][CH:26]=[CH2:27].[NH2:30][C:31](N)=[O:32].C1[CH:35]=[CH:36][C:37]2N(O)N=N[C:38]=2[CH:39]=1.C1CCC(N=C=N[CH:53]2[CH2:58][CH2:57][CH2:56]CC2)CC1.Cl.[O:60]1[CH2:65][CH2:64]OCC1.[CH:66]1[CH:71]=CC=C[CH:67]=1>CN(C=O)C.CCOC(C)=O.CO>[CH2:24]([C@H:64]([NH:30][C:31](=[O:32])[C:37]1[CH:38]=[CH:39][CH:19]=[C:18]([OH:22])[C:36]=1[CH3:35])[C@H:65]([OH:60])[C:6]([N:8]1[C@H:12]([C:13](=[O:15])[CH2:53][CH2:58][CH:57]=[CH2:56])[C:11]([CH3:16])([CH3:17])[S:10][CH2:9]1)=[O:7])[C:25]1[CH:71]=[CH:66][CH:67]=[CH:27][CH:26]=1. Procedure: The title compound was prepared as follows. (R)-5,5-Dimethyl-thiazolidine-3,4-dicarboxylic acid 3-tert-butyl ester 1 (1.0 g, 3.80 mmol) was dissolved in benzene (10 mL) and cooled to 0° C. with magnetic stirring. Two drops of DMF were added followed by a drop wise addition of oxalyl chloride (0.33 mL, 3.80 mmol). When gas evolution ceased, the solution was concentrated to a yellow/red residue. The material was dissolved in dry THF (10 mL) and cooled to −78° C. with magnetic stirring. The grignar...